Dataset: the Open Reaction Database (ORD), a public repository of structured organic reaction records. Task: describe an organic reaction: reactants, conditions, products, and yield Reactants: ClC=1C=C(C=2N(N1)C=CN2)NC2=NC=C(C=C2)N2CCN(CC2)C (6-Chloro-N-(5-(4-methylpiperazin-1-yl)pyridin-2-yl)imidazo[1,2-b]pyridazin-8-amine), BrC=1C=2N(N=C(C1)Cl)C=CN2 (8-Bromo-6-chloroimidazo[1,2-b]pyridazine), O1CC(C1)N1CCN(CC1)C=1C=CC(=NC1)N (5-(4-(oxetan-3-yl)piperazin-1-yl)pyridin-2-amine). The product is ClC=1C=C(C=2N(N1)C=CN2)NC2=NC=C(C=C2)N2CCN(CC2)C2COC2 (6-Chloro-N-(5-(4-(oxetan-3-yl)piperazin-1-yl)pyridin-2-yl)imidazo[1,2-b]pyridazin-8-amine). Isolated yield 77.0%. Reaction SMILES: [Cl:1][C:2]1[CH:3]=[C:4]([NH:11][C:12]2[CH:17]=[CH:16][C:15]([N:18]3[CH2:23][CH2:22][N:21]([CH3:24])[CH2:20][CH2:19]3)=[CH:14][N:13]=2)[C:5]2[N:6]([CH:8]=[CH:9][N:10]=2)[N:7]=1.BrC1C2N(C=CN=2)N=C(Cl)C=1.[O:36]1[CH2:39]C(N2CCN(C3C=CC(N)=NC=3)CC2)[CH2:37]1>>[Cl:1][C:2]1[CH:3]=[C:4]([NH:11][C:12]2[CH:17]=[CH:16][C:15]([N:18]3[CH2:19][CH2:20][N:21]([CH:24]4[CH2:39][O:36][CH2:37]4)[CH2:22][CH2:23]3)=[CH:14][N:13]=2)[C:5]2[N:6]([CH:8]=[CH:9][N:10]=2)[N:7]=1. Procedure: Following the procedures as described for compound 104b, 8-bromo-6-chloroimidazo[1,2-b]pyridazine 104a (233 mg, 1.0 mmol), and 5-(4-(oxetan-3-yl)piperazin-1-yl)pyridin-2-amine (234 mg, 1.0 mmol) were reacted to give 105a as a white solid (296 mg, 77%). LCMS: [M+H]+ 386 The solvent is C(C)(=O)O (acetic acid), C(C)(=O)OC(C)=O (acetic anhydride). Conditions: time 2 hour. Reported procedure: A 780 mg portion of 4-cyclopropylcarbonylamino-2-methoxybenzoic acid was dissolved in 10 ml of acetic anhydride and 0.5 ml of acetic acid, and 790 μl of concentrated nitric acid was slowly added to the above solution under ice-cooling, followed by 2 hours of stirring. The reaction solution was poured into ice water, and the thus formed precipitate was collected by filtration and dried under a reduced pressure to give 713 mg of 4-cyclopropylcarbonylamino-2-methoxy-5-nitrobenzoic acid. As a reaction SMILES: [CH:1]1([C:4]([NH:6][C:7]2[CH:15]=[CH:14][C:10]([C:11]([OH:13])=[O:12])=[C:9]([O:16][CH3:17])[CH:8]=2)=[O:5])[CH2:3][CH2:2]1.[N+:18]([O-])([OH:20])=[O:19]>C(OC(=O)C)(=O)C.C(O)(=O)C>[CH:1]1([C:4]([NH:6][C:7]2[C:15]([N+:18]([O-:20])=[O:19])=[CH:14][C:10]([C:11]([OH:13])=[O:12])=[C:9]([O:16][CH3:17])[CH:8]=2)=[O:5])[CH2:3][CH2:2]1. Product: C1(CC1)C(=O)NC1=CC(=C(C(=O)O)C=C1[N+](=O)[O-])OC (4-cyclopropylcarbonylamino-2-methoxy-5-nitrobenzoic acid). Starting materials: [N+](=O)(O)[O-] (nitric acid), C1(CC1)C(=O)NC1=CC(=C(C(=O)O)C=C1)OC (4-cyclopropylcarbonylamino-2-methoxybenzoic acid), ice water.